This data is from the Open Reaction Database (ORD), a public repository of structured organic reaction records. The task is: describe an organic reaction: reactants, conditions, products, and yield Reactants: C1CCOC1, CCCc1cc(C(F)(F)F)ccc1C=CC(=O)OC, O. Product: CCCc1cc(C(F)(F)F)ccc1C=CC(=O)O. Reaction SMILES: [CH2:20]1[O:21][CH2:22][CH2:23][CH2:24]1.[CH3:1][O:2][C:3]([CH:4]=[CH:5][c:6]1[c:7]([CH2:16][CH2:17][CH3:18])[cH:8][c:9]([C:12]([F:13])([F:14])[F:15])[cH:10][cH:11]1)=[O:19].[OH2:25]>>[O:2]=[C:3]([CH:4]=[CH:5][c:6]1[c:7]([CH2:16][CH2:17][CH3:18])[cH:8][c:9]([C:12]([F:13])([F:14])[F:15])[cH:10][cH:11]1)[OH:19]. The reactants are [Li]CCCC, CCCCCC, Brc1ccc(C2CC2)cc1, C[Si](C)(C)CCOCOc1cnccc1C=O, [Cl-], [NH4+], C1CCOC1. Yields the product C[Si](C)(C)CCOCOc1cnccc1C(O)c1ccc(C2CC2)cc1. Reaction SMILES: [CH2:17]([Li:18])[CH2:19][CH2:20][CH3:21].[CH3:11][CH2:12][CH2:13][CH2:14][CH2:15][CH3:16].[CH:1]1([c:4]2[cH:5][cH:6][c:7]([Br:10])[cH:8][cH:9]2)[CH2:2][CH2:3]1.[CH:22](=[O:23])[c:24]1[c:25]([O:30][CH2:31][O:32][CH2:33][CH2:34][Si:35]([CH3:36])([CH3:37])[CH3:38])[cH:26][n:27][cH:28][cH:29]1.[Cl-:39].[NH4+:40].[O:41]1[CH2:42][CH2:43][CH2:44][CH2:45]1>>[CH:1]1([c:4]2[cH:5][cH:6][c:7]([CH:22]([OH:23])[c:24]3[c:25]([O:30][CH2:31][O:32][CH2:33][CH2:34][Si:35]([CH3:36])([CH3:37])[CH3:38])[cH:26][n:27][cH:28][cH:29]3)[cH:8][cH:9]2)[CH2:2][CH2:3]1.